This data is from the Open Reaction Database (ORD), a public repository of structured organic reaction records. The task is: describe an organic reaction: reactants, conditions, products, and yield Starting materials: C(C1=CC=CC=C1)OC(=O)N1C(CCCC1)C(NCC(C1=CC=CC=C1)=O)=O (2-(2-Oxo-2-phenyl-ethylcarbamoyl)-piperidine-1-carboxylic acid benzyl ester), C(C)(=O)[O-].[NH4+] (ammonium acetate), CC(=O)O (AcOH), C=1(C(=CC=CC1)C)C (xylene). Run in [Cl-].[Na+].O (brine). Reaction conditions: temperature 165 celsius. Product: C(C1=CC=CC=C1)OC(=O)N1C(CCCC1)C=1NC=C(N1)C1=CC=CC=C1 (2-(4-phenyl-1H-imidazol-2-yl)-piperidine-1-carboxylic acid benzyl ester). As a reaction SMILES: [CH2:1]([O:8][C:9]([N:11]1[CH2:16][CH2:15][CH2:14][CH2:13][CH:12]1[C:17](=O)[NH:18][CH2:19][C:20](=O)[C:21]1[CH:26]=[CH:25][CH:24]=[CH:23][CH:22]=1)=[O:10])[C:2]1[CH:7]=[CH:6][CH:5]=[CH:4][CH:3]=1.C([O-])(=O)C.[NH4+:33].CC(O)=O.C1(C)C(C)=CC=CC=1>[Cl-].[Na+].O>[CH2:1]([O:8][C:9]([N:11]1[CH2:16][CH2:15][CH2:14][CH2:13][CH:12]1[C:17]1[NH:18][CH:19]=[C:20]([C:21]2[CH:26]=[CH:25][CH:24]=[CH:23][CH:22]=2)[N:33]=1)=[O:10])[C:2]1[CH:7]=[CH:6][CH:5]=[CH:4][CH:3]=1 |f:1.2,5.6.7|. Reported procedure: 2-(2-Oxo-2-phenyl-ethylcarbamoyl)-piperidine-1-carboxylic acid benzyl ester (22.83 g, 60 mmol), NH4OAc (ammonium acetate) (63.5 g, 824 mmol), AcOH (acetic acid) (30 mL), and xylene (350 mL) were mixed at room temperature, and with stirring the reaction mixture was warmed in an oil bath at 165° C. for about 6 hours. The reaction mixture was then cooled to room temperature and poured into brine. The organic phase was dried over MgSO4, filtered, and concentrated under reduced pressure to yield 31.2... The reactants are CCCCCCC(C)Oc1cc([N+](=O)[O-])c(O)cc1N, CCO, CCCCCCC(C)Oc1cc([N+](=O)[O-])c(O)cc1N=Nc1cc(OC(C)CCCCCC)c(N(C)C)cc1O, Cl, O=N[O-], [Na+], c1ccncc1. Product: CCCCCCCOc1cc(N=Nc2cc(O)c([N+](=O)[O-])cc2OC(C)CCCCCC)c(O)cc1N(C)C. RXN SMILES: [CH3:1][CH:2]([O:3][c:4]1[c:5]([NH2:6])[cH:7][c:8]([OH:9])[c:10]([N+:11]([O-:12])=[O:13])[cH:14]1)[CH2:15][CH2:16][CH2:17][CH2:18][CH2:19][CH3:20].[CH3:26][CH2:27][OH:28].[CH3:29][CH:30]([CH2:31][CH2:32][CH2:33][CH2:34][CH2:35][CH3:36])[O:37][c:38]1[cH:39][c:40]([N+:66](=[O:67])[O-:68])[c:41]([OH:65])[cH:42][c:43]1[N:44]=[N:45][c:46]1[c:47]([OH:64])[cH:48][c:49]([N:61]([CH3:62])[CH3:63])[c:50]([O:52][CH:53]([CH2:54][CH2:55][CH2:56][CH2:57][CH2:58][CH3:59])[CH3:60])[cH:51]1.[ClH:25].[N:21]([O-:22])=[O:23].[Na+:24].[cH:69]1[cH:70][cH:71][n:72][cH:73][cH:74]1>>[CH3:29][CH:30]([CH2:31][CH2:32][CH2:33][CH2:34][CH2:35][CH3:36])[O:37][c:38]1[cH:39][c:40]([N+:66](=[O:67])[O-:68])[c:41]([OH:65])[cH:42][c:43]1[N:44]=[N:45][c:46]1[c:47]([OH:64])[cH:48][c:49]([N:61]([CH3:62])[CH3:63])[c:50]([O:52][CH2:53][CH2:54][CH2:55][CH2:56][CH2:57][CH2:58][CH3:59])[cH:51]1. The reactants are BrC=1C=C2C=CNC2=CC1 (5-bromoindole), CN1C(CCCC1)=O (1-methylpiperidone). Yields the product BrC=1C=C2C(=CNC2=CC1)C=1CCN(CC1)C (5-bromo-3-(1-methyl-1,2,3,6-tetrahydropyridin-4-yl)-1H-indole). The yield is 100.1%. Reaction SMILES: [Br:1][C:2]1[CH:3]=[C:4]2[C:8](=[CH:9][CH:10]=1)[NH:7][CH:6]=[CH:5]2.[CH3:11][N:12]1[CH2:17][CH2:16][CH2:15][CH2:14][C:13]1=O>>[Br:1][C:2]1[CH:3]=[C:4]2[C:8](=[CH:9][CH:10]=1)[NH:7][CH:6]=[C:5]2[C:15]1[CH2:16][CH2:17][N:12]([CH3:11])[CH2:13][CH:14]=1. Procedure details: Following the procedure described in detail in Example 1, 30.0 gm (0.153 mole) 5-bromoindole and 38 mL (0.306 mole) 1-methylpiperidone were reacted together to prepare 44.6 gm (100%) of the desired compound as a white solid. The reactants are [Na] (sodium), BrC(C(=O)OCC)C (ethyl 2-bromopropionate), CO (methanol), ClC1=C(C=CC=C1)N1N=C(N=C1)O (1-(2-chlorophenyl)-3-hydroxy-1,2,4-1H-triazole). Run in CS(=O)C (dimethylsulfoxide). Yields the product ClC1=C(C=CC=C1)N1N=C(N=C1)OC(C)C(=O)OCC (1-(2-chlorophenyl)-3-(1-ethoxycarbonylethoxy)-1,2,4-1H-triazole). The yield is 92.6%. RXN SMILES: [Na].CO.[Cl:4][C:5]1[CH:10]=[CH:9][CH:8]=[CH:7][C:6]=1[N:11]1[CH:15]=[N:14][C:13]([OH:16])=[N:12]1.Br[CH:18]([CH3:24])[C:19]([O:21][CH2:22][CH3:23])=[O:20]>CS(C)=O>[Cl:4][C:5]1[CH:10]=[CH:9][CH:8]=[CH:7][C:6]=1[N:11]1[CH:15]=[N:14][C:13]([O:16][CH:18]([C:19]([O:21][CH2:22][CH3:23])=[O:20])[CH3:24])=[N:12]1 |^1:0|. Reported procedure: The process was carried out essentially according to that of Example 2 above, starting with 1.2 g of sodium, 30 ml of methanol, 10 g of 1-(2-chlorophenyl)-3-hydroxy-1,2,4-1H-triazole and 9.3 g of ethyl 2-bromopropionate. The solvent was 100 ml of dimethylsulfoxide. The product obtained was 14 g of the desired product, an oil. Reactants: ClC(=O)OCC (ethyl chloroformate), N([C@@H](CC(C)C)C(=O)N[C@H](CC1=CN(C2=CC=CC=C12)C(=O)OC)C(=O)N[C@H](CCCC)C(=O)OCC1=CC=CC=C1)C(=O)OC(C)(C)C (Boc-Leu-DTrp(COOMe)-DNle-OBzl). Product: N([C@@H](CC(C)C)C(=O)N[C@H](CC1=CN(C2=CC=CC=C12)C(=O)OCC)C(=O)N[C@H](CCCC)C(=O)OCC1=CC=CC=C1)C(=O)OC(C)(C)C (Boc-Leu-DTrp(COOEt)-DNle-OBzl). Reaction SMILES: Cl[C:2]([O:4][CH2:5][CH3:6])=[O:3].[NH:7]([C:49]([O:51][C:52]([CH3:55])([CH3:54])[CH3:53])=[O:50])[C@H:8]([C:13]([NH:15][C@@H:16]([C:31]([NH:33][C@@H:34]([C:39]([O:41][CH2:42][C:43]1[CH:48]=[CH:47][CH:46]=[CH:45][CH:44]=1)=[O:40])[CH2:35][CH2:36][CH2:37][CH3:38])=[O:32])[CH2:17][C:18]1[C:26]2[C:21](=[CH:22][CH:23]=[CH:24][CH:25]=2)[N:20](C(OC)=O)[CH:19]=1)=[O:14])[CH2:9][CH:10]([CH3:12])[CH3:11]>>[NH:7]([C:49]([O:51][C:52]([CH3:55])([CH3:53])[CH3:54])=[O:50])[C@H:8]([C:13]([NH:15][C@@H:16]([C:31]([NH:33][C@@H:34]([C:39]([O:41][CH2:42][C:43]1[CH:48]=[CH:47][CH:46]=[CH:45][CH:44]=1)=[O:40])[CH2:35][CH2:36][CH2:37][CH3:38])=[O:32])[CH2:17][C:18]1[C:26]2[C:21](=[CH:22][CH:23]=[CH:24][CH:25]=2)[N:20]([C:2]([O:4][CH2:5][CH3:6])=[O:3])[CH:19]=1)=[O:14])[CH2:9][CH:10]([CH3:12])[CH3:11]. Procedure: The title compound was prepared using ethyl chloroformate instead of methyl chloroformate in the same manner described in Example 1-(1) and (2). The reactants are C(C)OC(C1=CC=C(C=O)C=C1)OCC (4-(Diethoxymethyl)benzaldehyde), ice, O (water), C[Li] (methyllithium). The solvent is CCOCC (ether). Reaction conditions: temperature -75 celsius, time 2 hour. Product: 110-111.5, C(C)OC(C1=CC=C(C=C1)C(C)O)OCC (1-[4-(Diethoxymethyl)phenyl]ethanol). The yield is 98.0%. Reaction SMILES: [CH2:1]([O:3][CH:4]([O:13][CH2:14][CH3:15])[C:5]1[CH:12]=[CH:11][C:8]([CH:9]=[O:10])=[CH:7][CH:6]=1)[CH3:2].[CH3:16][Li].O>CCOCC>[CH2:14]([O:13][CH:4]([O:3][CH2:1][CH3:2])[C:5]1[CH:12]=[CH:11][C:8]([CH:9]([OH:10])[CH3:16])=[CH:7][CH:6]=1)[CH3:15]. Procedure: 4-(Diethoxymethyl)benzaldehyde (104 g, 0.5 mol) was dissolved in 300 ml of ether and the resulting solution cooled to -75° C. in an acetone-dry ice bath. With vigorous stirring, methyllithium (390 mL of 1.4M in ether, 0.55 mol) was added at a rate which maintained the temperature at less than -60° C. The reaction mixture was allowed to warm to room temperature, stirred for two hours at that temperature, poured into 500 mL of ice and water, stirred 10 minutes and the layers separated. The aqueous...